This data is from the Open Reaction Database (ORD), a public repository of structured organic reaction records. The task is: describe an organic reaction: reactants, conditions, products, and yield The reactants are 2a-i, O.O.Cl[Sn]Cl (SnCl2.2H2O), BrC1=CC(=C(C=C1)OC)N (4-bromo-2-aminoanisole), N(=O)[O-].[Na+] (NaNO2). Yields the product BrC=1C=CC(=C(C1)NN)OC ((5-bromo-2-methoxyphenyl)hydrazine). Yield: 89.1%. Reaction SMILES: [Br:1][C:2]1[CH:7]=[CH:6][C:5]([O:8][CH3:9])=[C:4]([NH2:10])[CH:3]=1.[N:11]([O-])=O.[Na+].O.O.Cl[Sn]Cl>>[Br:1][C:2]1[CH:7]=[CH:6][C:5]([O:8][CH3:9])=[C:4]([NH:10][NH2:11])[CH:3]=1 |f:1.2,3.4.5|. Procedure: The title compound was prepared by the general procedure described above for Preparations 2a-i using 4-bromo-2-aminoanisole (9.09 g), NaNO2 (3.45 g), and SnCl2.2H2O (22.6 g). Workup gave 8.7 g (89%) of (5-bromo-2-methoxyphenyl)hydrazine which was used without further purification.